From a dataset of the Open Reaction Database (ORD), a public repository of structured organic reaction records. describe an organic reaction: reactants, conditions, products, and yield Starting materials: CC(C)N(NC(=O)c1ccccc1)C(=O)CCc1ccccc1Br, O=C([O-])[O-], COCCOC, OB(O)c1ccc(F)cc1, [Na+], [Na+]. Product: CC(C)N(NC(=O)c1ccccc1)C(=O)CCc1ccccc1-c1ccc(F)cc1. RXN SMILES: [Br:1][c:2]1[c:3]([CH2:8][CH2:9][C:10](=[O:11])[N:12]([NH:13][C:14]([c:15]2[cH:16][cH:17][cH:18][cH:19][cH:20]2)=[O:21])[CH:22]([CH3:23])[CH3:24])[cH:4][cH:5][cH:6][cH:7]1.[C:25](=[O:26])([O-:27])[O-:28].[CH3:41][O:42][CH2:43][CH2:44][O:45][CH3:46].[F:31][c:32]1[cH:33][cH:34][c:35]([B:38]([OH:39])[OH:40])[cH:36][cH:37]1.[Na+:29].[Na+:30]>>[c:2]1(-[c:35]2[cH:34][cH:33][c:32]([F:31])[cH:37][cH:36]2)[c:3]([CH2:8][CH2:9][C:10](=[O:11])[N:12]([NH:13][C:14]([c:15]2[cH:16][cH:17][cH:18][cH:19][cH:20]2)=[O:21])[CH:22]([CH3:23])[CH3:24])[cH:4][cH:5][cH:6][cH:7]1. The reactants are COC1=CC=C(C(=O)N2C(C(CC2)[C@H](C(=O)[O-])Cl)=O)C=C1 ((R)-1-(p-methoxybenzoyl)-2-oxo-3-pyrrolidinyl-chloroacetate), NC(=S)N (thiourea), C(C)O (ethanol), COC1=CC=C(C=C1)C(=O)N2CCC(C2=O)O ((R,S)-1-(p-methoxybenzoyl)-3-hydroxy-2-pyrrolidinone). The solvent is N1=CC=CC=C1 (pyridine), C(C)(=O)OCC (ethyl acetate), CCOCC (ether). Conditions: time 45 minute. Product: COC1=CC=C(C(=O)N2C([C@@H](CC2)O)=O)C=C1 ((R)-1-(p-methoxybenzoyl)-3-hydroxy-2-pyrrolidinone). As a reaction SMILES: COC1C=CC(C(N2CCC([C@@H](Cl)C([O-])=O)C2=O)=O)=CC=1.NC(N)=S.C(O)C.[CH3:29][O:30][C:31]1[CH:36]=[CH:35][C:34]([C:37]([N:39]2[C:43](=[O:44])[CH:42]([OH:45])[CH2:41][CH2:40]2)=[O:38])=[CH:33][CH:32]=1>N1C=CC=CC=1.CCOCC.C(OCC)(=O)C>[CH3:29][O:30][C:31]1[CH:32]=[CH:33][C:34]([C:37]([N:39]2[CH2:40][CH2:41][C@@H:42]([OH:45])[C:43]2=[O:44])=[O:38])=[CH:35][CH:36]=1. Procedure: 5.0 g of (R)-1-(p-methoxybenzoyl)-2-oxo-3-pyrrolidinyl-chloroacetate are treated in pyridine with thiourea and ethanol according to the procedure described in paragraph (c) of Example 5; the reaction time amounting to 45 minutes. The residue obtained after working-up the ethyl acetate extracts is stirred in ether, the insoluble constituents being filtered off and recrystallised from diisopropyl ether. There is obtained (R)-1-(p-methoxybenzoyl)-3-hydroxy-2-pyrrolidinone of melting point 123°-124°... Starting materials: CS(=O)(=O)C1=NC=C(C=N1)C1=CC=C(C=C1)OCCCCC (2-methanesulfonyl-5-(4-pentyloxyphenyl)pyrimidine), [C-]#N.[Na+] (NaCN), CS(=O)C (dimethylsulfoxide). Solvent: O (water). The product is C(#N)C1=NC=C(C=N1)C1=CC=C(C=C1)OCCCCC (2-cyano-5-(4-pentyloxyphenyl)pyrimidine). Isolated yield 43.6%. RXN SMILES: CS([C:5]1[N:10]=[CH:9][C:8]([C:11]2[CH:16]=[CH:15][C:14]([O:17][CH2:18][CH2:19][CH2:20][CH2:21][CH3:22])=[CH:13][CH:12]=2)=[CH:7][N:6]=1)(=O)=O.[C-:23]#[N:24].[Na+].CS(C)=O>O>[C:23]([C:5]1[N:10]=[CH:9][C:8]([C:11]2[CH:16]=[CH:15][C:14]([O:17][CH2:18][CH2:19][CH2:20][CH2:21][CH3:22])=[CH:13][CH:12]=2)=[CH:7][N:6]=1)#[N:24] |f:1.2|. Procedure details: This compound (XI) (1.8 g, 0.006 mol) and NaCN (0.275 g, 0.006 mol) were added to dimethylsulfoxide (5 ml), followed by mixing at 100° C. for one hour, allowing the resulting material to cool, adding water (15 ml), filtering off the resulting crystals and recrystallizing crystals from ethanol to obtain 2-cyano-5-(4-pentyloxyphenyl)pyrimidine (XII) (0.7 g) (yield: 47%) having a melting point of 100° C. Starting materials: Cl.C(C)N=C=NCCCN(C)C (3-(ethyliminomethyleneamino)-N,N-dimethyl-propan-1-amine hydrochloride), N(C1=CC=CC=C1)C1=C(C=NC(=C1)NC(NCC)=O)C(=O)O (4-anilino-6-(ethylcarbamoylamino)pyridine-3-carboxylic acid), Cl.CN(O)C (dimethylhydroxylamine hydrochloride), ON1N=NC2=C1C=CC=C2 (N-hydroxybenzotriazole). Reagents/catalysts: CN(C1=CC=NC=C1)C (4-dimethylaminopyridine). Solvent: CN(C)C=O (DMF). Product: C(C)NC(NC1=NC=C(C(=O)N(C)OC)C(=C1)NC1=CC=CC=C1)=O (6-(3-ethylureido)-N-methoxy-N-methyl-4-(phenylamino)nicotinamide). As a reaction SMILES: [NH:1]([C:8]1[CH:13]=[C:12]([NH:14][C:15](=[O:19])[NH:16][CH2:17][CH3:18])[N:11]=[CH:10][C:9]=1[C:20]([OH:22])=O)[C:2]1[CH:7]=[CH:6][CH:5]=[CH:4][CH:3]=1.Cl.[CH3:24][N:25](C)[OH:26].ON1C2C=CC=C[C:32]=2N=N1.Cl.C(N=C=NCCCN(C)C)C>CN(C)C1C=CN=CC=1.CN(C=O)C>[CH2:17]([NH:16][C:15](=[O:19])[NH:14][C:12]1[CH:13]=[C:8]([NH:1][C:2]2[CH:3]=[CH:4][CH:5]=[CH:6][CH:7]=2)[C:9]([C:20]([N:25]([O:26][CH3:32])[CH3:24])=[O:22])=[CH:10][N:11]=1)[CH3:18] |f:1.2,4.5|. Reported procedure: 4-anilino-6-(ethylcarbamoylamino)pyridine-3-carboxylic acid (i) (200 mg, 0.67 mmol), dimethylhydroxylamine hydrochloride (65 mg, 0.67 mmol), 4-dimethylaminopyridine (81 mg, 0.67 mmol) and N-hydroxybenzotriazole (90 mg, 0.67 mmol) were added to a dry RBF which was flushed with N2. DMF (1.5 mL) was added and the mixture stirred. 3-(ethyliminomethyleneamino)-N,N-dimethyl-propan-1-amine hydrochloride (150 mg, 0.80 mmol) was dissolved in DMF (1.5 mL) in a separate vial and this solution added to the ... The reactants are FC(OC=1C=C(C=CC1O)C=1OC=C(N1)CCC(=O)C1=NC=CC=C1C)F (3-{2-(3-difluoromethoxy-4-hydroxyphenyl)oxazol-4-yl}-1-(3-methylpyridin-2-yl)propan-1-one), BrCCC (1-bromopropane). Yields the product FC(OC=1C=C(C=CC1OCCC)C=1OC=C(N1)CCC(=O)C1=NC=CC=C1C)F (3-[2-(3-difluoromethoxy-4-propoxy phenyl)oxazol-4-yl]-1-(3-methylpyridin-2-yl)propan-1-one). Reaction SMILES: [F:1][CH:2]([F:27])[O:3][C:4]1[CH:5]=[C:6]([C:11]2[O:12][CH:13]=[C:14]([CH2:16][CH2:17][C:18]([C:20]3[C:25]([CH3:26])=[CH:24][CH:23]=[CH:22][N:21]=3)=[O:19])[N:15]=2)[CH:7]=[CH:8][C:9]=1[OH:10].Br[CH2:29][CH2:30][CH3:31]>>[F:27][CH:2]([F:1])[O:3][C:4]1[CH:5]=[C:6]([C:11]2[O:12][CH:13]=[C:14]([CH2:16][CH2:17][C:18]([C:20]3[C:25]([CH3:26])=[CH:24][CH:23]=[CH:22][N:21]=3)=[O:19])[N:15]=2)[CH:7]=[CH:8][C:9]=1[O:10][CH2:29][CH2:30][CH3:31]. Reported procedure: Using the compound obtained in Example 356 and 1-bromopropane, white powdery 3-[2-(3-difluoromethoxy-4-propoxy phenyl)oxazol-4-yl]-1-(3-methylpyridin-2-yl)propan-1-one was obtained following the procedure of Example 3. Reactants: O=C(Cl)CCC1CCCC1, NCCCN1CCCC1, C1COCCO1, O. Yields the product O=C(CCC1CCCC1)NCCCN1CCCC1. As a reaction SMILES: [CH:1]1([CH2:6][CH2:7][C:8](=[O:9])[Cl:10])[CH2:2][CH2:3][CH2:4][CH2:5]1.[NH2:11][CH2:12][CH2:13][CH2:14][N:15]1[CH2:16][CH2:17][CH2:18][CH2:19]1.[O:20]1[CH2:21][CH2:22][O:23][CH2:24][CH2:25]1.[OH2:26]>>[CH:1]1([CH2:6][CH2:7][C:8](=[O:9])[NH:11][CH2:12][CH2:13][CH2:14][N:15]2[CH2:16][CH2:17][CH2:18][CH2:19]2)[CH2:2][CH2:3][CH2:4][CH2:5]1. The reactants are COC1=C(CNS(=O)(=O)CC2=CC=C(C=C2)CC(=O)N2CCOCC2)C=CC(=C1)OC (N-(2,4-dimethoxybenzyl)-C-[4-(2-morpholin-4-yl-2-oxoethyl)phenyl]methanesulfonamide), [H-].[Al+3].[Li+].[H-].[H-].[H-] (lithium aluminum hydride), O (water), [OH-].[Na+] (NaOH), O (water). Solvent: C1CCOC1 (THF). Yields the product COC1=C(CNS(=O)(=O)CC2=CC=C(C=C2)CCN2CCOCC2)C=CC(=C1)OC (N-(2,4-Dimethoxybenzyl)-C-[4-(2-morpholin-4-ylethyl)phenyl]methanesulfonamide). Isolated yield 18.8%. RXN SMILES: [CH3:1][O:2][C:3]1[CH:29]=[C:28]([O:30][CH3:31])[CH:27]=[CH:26][C:4]=1[CH2:5][NH:6][S:7]([CH2:10][C:11]1[CH:16]=[CH:15][C:14]([CH2:17][C:18]([N:20]2[CH2:25][CH2:24][O:23][CH2:22][CH2:21]2)=O)=[CH:13][CH:12]=1)(=[O:9])=[O:8].[H-].[Al+3].[Li+].[H-].[H-].[H-].O.[OH-].[Na+]>C1COCC1>[CH3:1][O:2][C:3]1[CH:29]=[C:28]([O:30][CH3:31])[CH:27]=[CH:26][C:4]=1[CH2:5][NH:6][S:7]([CH2:10][C:11]1[CH:12]=[CH:13][C:14]([CH2:17][CH2:18][N:20]2[CH2:25][CH2:24][O:23][CH2:22][CH2:21]2)=[CH:15][CH:16]=1)(=[O:9])=[O:8] |f:1.2.3.4.5.6,8.9|. Procedure details: To a solution of N-(2,4-dimethoxybenzyl)-C-[4-(2-morpholin-4-yl-2-oxoethyl)phenyl]methanesulfonamide (313 mg) in THF (10 ml) was added, at 0° C., lithium aluminum hydride (66 mg) in portions, and the mixture was stirred at room temperature for 1 h. Then water (0.4 ml), 6 M NaOH (0.3 ml) and water again (1.2 ml) were added successively. The solids were filtered off and dichloromethane was added to the filtrate. The organic phase was removed, dried over magnesium sulfate and concentrated. The crud... The reactants are ClC1=CC=2N(C3=CC=CC=C3SC2C=C1)CCCN1CCN(CC1)CCCl (1-[3-(2-chloro-10H-phenothiazin-10-yl)propyl]-4-(2-chloroethyl) piperazine), CC(C)NCCCC1=CC=C(C=C1)O (4-[3-(1-methylethyl)aminopropyl]phenol), [OH-].[Na+] (sodium hydroxide). Solvent: CS(=O)C (dimethylsulfoxide), O (water). Run at time 5 hour. The product is Cl.Cl.Cl.ClC1=CC=2N(C3=CC=CC=C3SC2C=C1)CCCN1CCN(CC1)CCOC1=CC=C(C=C1)CCCNC(C)C (1-[3-(2-chloro-10H-phenothiazin-10-yl)propyl]-4-[2-[4-[3-(1-methylethyl)aminopropyl]phenoxy]ethyl]piperazine trihydrochloride). Isolated yield 110.4%. Reaction SMILES: [Cl:1][C:2]1[CH:15]=[CH:14][C:13]2[S:12][C:11]3[C:6](=[CH:7][CH:8]=[CH:9][CH:10]=3)[N:5]([CH2:16][CH2:17][CH2:18][N:19]3[CH2:24][CH2:23][N:22]([CH2:25][CH2:26]Cl)[CH2:21][CH2:20]3)[C:4]=2[CH:3]=1.[CH3:28][CH:29]([NH:31][CH2:32][CH2:33][CH2:34][C:35]1[CH:40]=[CH:39][C:38]([OH:41])=[CH:37][CH:36]=1)[CH3:30].[OH-].[Na+]>CS(C)=O.O>[ClH:1].[ClH:1].[ClH:1].[Cl:1][C:2]1[CH:15]=[CH:14][C:13]2[S:12][C:11]3[C:6](=[CH:7][CH:8]=[CH:9][CH:10]=3)[N:5]([CH2:16][CH2:17][CH2:18][N:19]3[CH2:20][CH2:21][N:22]([CH2:25][CH2:26][O:41][C:38]4[CH:39]=[CH:40][C:35]([CH2:34][CH2:33][CH2:32][NH:31][CH:29]([CH3:28])[CH3:30])=[CH:36][CH:37]=4)[CH2:23][CH2:24]3)[C:4]=2[CH:3]=1 |f:2.3,6.7.8.9|. Procedure details: A stirred solution of 1-[3-(2-chloro-10H-phenothiazin-10-yl)propyl]-4-(2-chloroethyl) piperazine (10 g) and 4-[3-(1-methylethyl)aminopropyl]phenol (4.5 g) in 100 ml dimethylsulfoxide containing sodium hydroxide (0.94 g) in water (7 ml) was stirred at 55°-60° for 5 hours. The crude trihydrochloride salt obtained after the usual work-up was crystallized from methanol-acetonitrile to yield 4.5 g of 1-[3-(2-chloro-10H-phenothiazin-10-yl)propyl]-4-[2-[4-[3-(1-methylethyl)aminopropyl]phenoxy]ethyl]pip... Reactants: CCCC[N+](CCCC)(CCCC)CCCC, C1CCOC1, Cc1ccc(S(=O)(=O)n2cc(C(F)(F)F)c3c(Cl)ccnc32)cc1, [F-], [Na+], O=C([O-])O. Product: FC(F)(F)c1c[nH]c2nccc(Cl)c12. Reaction SMILES: [CH2:2]([N+:3]([CH2:4][CH2:5][CH2:6][CH3:7])([CH2:8][CH2:9][CH2:10][CH3:11])[CH2:12][CH2:13][CH2:14][CH3:15])[CH2:16][CH2:17][CH3:18].[CH2:48]1[O:49][CH2:50][CH2:51][CH2:52]1.[Cl:19][c:20]1[c:21]2[c:22]([n:23][cH:24][cH:25]1)[n:26]([S:33]([c:34]1[cH:35][cH:36][c:37]([CH3:38])[cH:39][cH:40]1)(=[O:41])=[O:42])[cH:27][c:28]2[C:29]([F:30])([F:31])[F:32].[F-:1].[Na+:47].[O-:43][C:44]([OH:45])=[O:46]>>[Cl:19][c:20]1[c:21]2[c:22]([n:23][cH:24][cH:25]1)[nH:26][cH:27][c:28]2[C:29]([F:30])([F:31])[F:32].